From a dataset of the Open Reaction Database (ORD), a public repository of structured organic reaction records. describe an organic reaction: reactants, conditions, products, and yield Reactants: CS(=O)(=O)Cl, Nc1cc([N+](=O)[O-])ccc1F, [Na+], [OH-], c1ccncc1. Yields the product CS(=O)(=O)Nc1cc([N+](=O)[O-])ccc1F. As a reaction SMILES: [CH3:12][S:13](=[O:14])(=[O:15])[Cl:16].[F:1][c:2]1[c:3]([NH2:4])[cH:5][c:6]([N+:9](=[O:10])[O-:11])[cH:7][cH:8]1.[Na+:18].[OH-:17].[cH:19]1[cH:20][cH:21][n:22][cH:23][cH:24]1>>[F:1][c:2]1[c:3]([NH:4][S:13]([CH3:12])(=[O:14])=[O:15])[cH:5][c:6]([N+:9](=[O:10])[O-:11])[cH:7][cH:8]1. The reactants are CC12CCN(CC1)CC2C(=O)Cl, NC1CCN(CCc2ccc(F)cc2)C1. Yields the product CC12CCN(CC1)CC2C(=O)NC1CCN(CCc2ccc(F)cc2)C1. RXN SMILES: [CH3:1][C:2]12[CH:3]([C:10](=[O:11])[Cl:12])[CH2:4][N:5]([CH2:6][CH2:7]1)[CH2:8][CH2:9]2.[NH2:13][CH:14]1[CH2:15][N:16]([CH2:19][CH2:20][c:21]2[cH:22][cH:23][c:24]([F:27])[cH:25][cH:26]2)[CH2:17][CH2:18]1>>[CH3:1][C:2]12[CH:3]([C:10](=[O:11])[NH:13][CH:14]3[CH2:15][N:16]([CH2:19][CH2:20][c:21]4[cH:22][cH:23][c:24]([F:27])[cH:25][cH:26]4)[CH2:17][CH2:18]3)[CH2:4][N:5]([CH2:6][CH2:7]1)[CH2:8][CH2:9]2. The reactants are Pd(dppf), C(C)OC(C1=CC(=NC=C1)Cl)=O (2-chloro-isonicotinic acid ethyl ester), O1CCOCC1 (dioxane), [Cl-].C1(CCCC1)[Zn+] (cyclopentyl zinc chloride). The solvent is O (water). Conditions: temperature 75 celsius, time 2 hour. Product: C(C)OC(C1=CC(=NC(=C1)C)C1CCCC1)=O (2-cyclopentyl-6-methyl-isonicotinic acid ethyl ester). RXN SMILES: [CH2:1]([O:3][C:4](=[O:12])[C:5]1[CH:10]=[CH:9][N:8]=[C:7](Cl)[CH:6]=1)[CH3:2].[Cl-].[CH:14]1([Zn+])[CH2:18][CH2:17][CH2:16][CH2:15]1.O1CCOC[CH2:21]1>O>[CH2:1]([O:3][C:4](=[O:12])[C:5]1[CH:10]=[C:9]([CH3:21])[N:8]=[C:7]([CH:14]2[CH2:18][CH2:17][CH2:16][CH2:15]2)[CH:6]=1)[CH3:2] |f:1.2|. Procedure: Under argon, Pd(dppf) (200 mg, 0.245 mmol) is added to a solution of 2-chloro-isonicotinic acid ethyl ester (4.80 g, 24.0 mmol) in dioxane (60 mL). A solution of cyclopentyl zinc chloride (50 mL, 24.0 mmol, ˜2 M solution in THF) is added dropwise. The mixture is stirred at 75° C. for 2 h before it is cooled to rt, carefully diluted with water and extracted twice with EA. The combined org. extracts are dried over MgSO4, filtered and concentrated. The crude product is purified by CC on silica gel ...